Dataset: the Open Reaction Database (ORD), a public repository of structured organic reaction records. Task: describe an organic reaction: reactants, conditions, products, and yield Starting materials: CC(C(CC)=O)CC(C(CC)O)C (4,6-dimethyl-7-hydroxynonan-3-one), C(C)(=O)OC(C)=O (acetic anhydride), C(C)(=O)OC(C)=O (acetic anhydride). Run in N1=CC=CC=C1 (pyridine), N1=CC=CC=C1 (pyridine). Yields the product CC(C(CC)=O)CC(C(CC)OC(C)=O)C (4,6-dimethyl-7-acetoxynonan-3-one). Yield: 68.4%. RXN SMILES: [CH3:1][CH:2]([CH2:7][CH:8]([CH3:13])[CH:9]([OH:12])[CH2:10][CH3:11])[C:3](=[O:6])[CH2:4][CH3:5].[C:14](OC(=O)C)(=[O:16])[CH3:15]>N1C=CC=CC=1>[CH3:1][CH:2]([CH2:7][CH:8]([CH3:13])[CH:9]([O:12][C:14](=[O:16])[CH3:15])[CH2:10][CH3:11])[C:3](=[O:6])[CH2:4][CH3:5]. Reported procedure: A solution of 4,6-dimethyl-7-hydroxynonan-3-one (IVa, 10 g, 53.8 mmoles) in acetic anhydride (13.8 g, 135 mmoles) and pyridine (12.8 g, 162 mmoles) was set stirring under a nitrogen atmosphere. After stirring for 20 hours at room temperature, most of the acetic anhydride and pyridine were removed at reduced pressure to leave a clear oil (11 g crude weight). The crude product was then distilled at 60° C. and 0.16 mm to give a 68% yield of 4,6-dimethyl-7-acetoxynonan-3-one (8.4 g, 36.8 mmoles).